describe an organic reaction: reactants, conditions, products, and yield From a dataset of the Open Reaction Database (ORD), a public repository of structured organic reaction records. Reactants: ClC1=CC=C(C=O)C=C1 (4-chlorobenzaldehyde), CC(=O)C1=CC=C(C=C1)OC (4-methoxyacetophenone). Yields the product ClC1=CC=C(C=C1)C=CC(=O)C1=CC=C(C=C1)OC (3-(4-chlorophenyl)-1-(4-methoxyphenyl)-prop-2-en-1-one). RXN SMILES: [Cl:1][C:2]1[CH:9]=[CH:8][C:5]([CH:6]=O)=[CH:4][CH:3]=1.[CH3:10][C:11]([C:13]1[CH:18]=[CH:17][C:16]([O:19][CH3:20])=[CH:15][CH:14]=1)=[O:12]>>[Cl:1][C:2]1[CH:9]=[CH:8][C:5]([CH:6]=[CH:10][C:11]([C:13]2[CH:18]=[CH:17][C:16]([O:19][CH3:20])=[CH:15][CH:14]=2)=[O:12])=[CH:4][CH:3]=1. Reported procedure: By a procedure similar to that of example 1.59.1, starting from 4-chlorobenzaldehyde and commercial 4-methoxyacetophenone, 3-(4-chlorophenyl)-1-(4-methoxyphenyl)-prop-2-en-1-one was obtained as yellow solid. Starting materials: FC1=C(OC=2C=CC=3N(C2)C(=C(N3)NC(=O)C3CC3)C)C=CC(=C1)[N+](=O)[O-] (N-[6-(2-fluoro-4-nitrophenoxy)-3-methylimidazo[1,2-a]pyridin-2-yl]cyclopropanecarboxamide), reduced iron, [Cl-].[NH4+] (ammonium chloride), O (water). Solvent: C(C)O (ethanol), C(C)(=O)OCC (ethyl acetate). Yields the product NC1=CC(=C(OC=2C=CC=3N(C2)C(=C(N3)NC(=O)C3CC3)C)C=C1)F (N-[6-(4-amino-2-fluorophenoxy)-3-methylimidazo[1,2-a]pyridin-2-yl]cyclopropanecarboxamide). The yield is 81.6%. RXN SMILES: [F:1][C:2]1[CH:24]=[C:23]([N+:25]([O-])=O)[CH:22]=[CH:21][C:3]=1[O:4][C:5]1[CH:6]=[CH:7][C:8]2[N:9]([C:11]([CH3:20])=[C:12]([NH:14][C:15]([CH:17]3[CH2:19][CH2:18]3)=[O:16])[N:13]=2)[CH:10]=1.[Cl-].[NH4+].O>C(O)C.C(OCC)(=O)C>[NH2:25][C:23]1[CH:22]=[CH:21][C:3]([O:4][C:5]2[CH:6]=[CH:7][C:8]3[N:9]([C:11]([CH3:20])=[C:12]([NH:14][C:15]([CH:17]4[CH2:19][CH2:18]4)=[O:16])[N:13]=3)[CH:10]=2)=[C:2]([F:1])[CH:24]=1 |f:1.2|. Reported procedure: A mixed solution of N-[6-(2-fluoro-4-nitrophenoxy)-3-methylimidazo[1,2-a]pyridin-2-yl]cyclopropanecarboxamide (80 mg, 0.216 mmol), reduced iron (64 mg, 1.08 mmol) and ammonium chloride (116 mg, 2.16 mmol) in ethanol (2 mL)/water (0.5 mL) was stirred at 80° C. for 3 hr. The reaction mixture was diluted with ethyl acetate and filtered through celite. Water was added to the filtrate, and the mixture was extracted 3 times with ethyl acetate. The organic layer was washed with saturated brine, dried o... Starting materials: C(#N)C1=C(C=C2NC(C(N(C2=C1)O)=O)=O)C(F)(F)F (7-cyano-1-hydroxy-6-trifluoromethylquinoxaline-2,3(1H,4H)-dione), P(=O)([O-])([O-])[O-] (phosphate), Cl (hydrochloric acid), BrCC(=O)O (bromoacetic acid). The solvent is C(C)O (ethanol). Reaction conditions: temperature 25 celsius, time 10 day. Product: C(=O)(O)CON1C(C(NC2=CC(=C(C=C12)C#N)C(F)(F)F)=O)=O (1-carboxymethyloxy-7-cyano-6-trifluoromethylquinoxaline-2,3(1H,4H)-dione). Yield: 74.6%. Reaction SMILES: [C:1]([C:3]1[CH:12]=[C:11]2[C:6]([NH:7][C:8](=[O:15])[C:9](=[O:14])[N:10]2[OH:13])=[CH:5][C:4]=1[C:16]([F:19])([F:18])[F:17])#[N:2].P([O-])([O-])([O-])=O.Br[CH2:26][C:27]([OH:29])=[O:28].Cl>C(O)C>[C:27]([CH2:26][O:13][N:10]1[C:11]2[C:6](=[CH:5][C:4]([C:16]([F:19])([F:17])[F:18])=[C:3]([C:1]#[N:2])[CH:12]=2)[NH:7][C:8](=[O:15])[C:9]1=[O:14])([OH:29])=[O:28]. Procedure details: To a solution of 0.3 g (1.1 mmol) 7-cyano-1-hydroxy-6-trifluoromethylquinoxaline-2,3(1H,4H)-dione in 30 ml ethanol was added 30 ml 0.5M phosphate buffer pH 7.4. The mixture was added 0.9 g (6.5 mmol) bromoacetic acid and then stirred at 25° C. for 10 days. 4N hydrochloric acid was added to pH 1, and then the reaction mixture was evaporated in vacuo. The residue was stirred with water to give 0.27 g (74%) of 1-carboxymethyloxy-7-cyano-6-trifluoromethylquinoxaline-2,3(1H,4H)-dione. M.p. 257° C. 1H... The reactants are C(C)(C)(C)OC(=O)N[C@@H](CC=1N=CSC1)C(=O)N[C@H]([C@H](C[C@H](C(=O)NCCCC)C(C)C)O)CC1CCCCC1 ((2S, 4S, 5S)-5-[N-(t-butoxycarbonyl)-3-(4-thiazolyl )-L-alanyl]amino-N-butyl-6-cyclohexyl-4-hydroxy-2-isopropylhexanamide), C(C1=CC=CC=C1)[C@@H](C(=O)O)CC(=O)N(C)CC1=CC=CC=C1 (2(R)-benzyl-3-(N-benzyl-N-methylaminocarbonyl)propionic acid). Yields the product C(C1=CC=CC=C1)[C@@H](C(=O)N[C@@H](CC=1N=CSC1)C(=O)N[C@H]([C@H](C[C@H](C(=O)NCCCC)C(C)C)O)CC1CCCCC1)CC(=O)N(C)CC1=CC=CC=C1 ((2S, 4S, 5S)-5-{N-[2(R)-Benzyl-3-(N-benzyl-N-methylaminocarbonyl)propionyl]-3-(4-thiazolyl)-L-alanyl}amino-N-butyl-6-cyclohexyl-4-hydroxy-2-isopropylhexanamide). The yield is 50.3%. Reaction SMILES: C(OC([NH:8][C@H:9]([C:16]([NH:18][C@@H:19]([CH2:34][CH:35]1[CH2:40][CH2:39][CH2:38][CH2:37][CH2:36]1)[C@@H:20]([OH:33])[CH2:21][C@@H:22]([CH:30]([CH3:32])[CH3:31])[C:23]([NH:25][CH2:26][CH2:27][CH2:28][CH3:29])=[O:24])=[O:17])[CH2:10][C:11]1[N:12]=[CH:13][S:14][CH:15]=1)=O)(C)(C)C.[CH2:41]([C@H:48]([CH2:52][C:53]([N:55]([CH2:57][C:58]1[CH:63]=[CH:62][CH:61]=[CH:60][CH:59]=1)[CH3:56])=[O:54])[C:49]([OH:51])=O)[C:42]1[CH:47]=[CH:46][CH:45]=[CH:44][CH:43]=1>>[CH2:41]([C@H:48]([CH2:52][C:53]([N:55]([CH2:57][C:58]1[CH:63]=[CH:62][CH:61]=[CH:60][CH:59]=1)[CH3:56])=[O:54])[C:49]([NH:8][C@H:9]([C:16]([NH:18][C@@H:19]([CH2:34][CH:35]1[CH2:36][CH2:37][CH2:38][CH2:39][CH2:40]1)[C@@H:20]([OH:33])[CH2:21][C@@H:22]([CH:30]([CH3:31])[CH3:32])[C:23]([NH:25][CH2:26][CH2:27][CH2:28][CH3:29])=[O:24])=[O:17])[CH2:10][C:11]1[N:12]=[CH:13][S:14][CH:15]=1)=[O:51])[C:42]1[CH:43]=[CH:44][CH:45]=[CH:46][CH:47]=1. Reported procedure: The procedure described in Example 2(b) was repeated, but using 280 mg (0.48 mmole) of (2S, 4S, 5S)-5-[N-(t-butoxycarbonyl)-3-(4-thiazolyl )-L-alanyl]amino-N-butyl-6-cyclohexyl-4-hydroxy-2-isopropylhexanamide [prepared as described in Example 2(a)] and 150 mg (0.48 mmole) of 2(R)-benzyl-3-(N-benzyl-N-methylaminocarbonyl)propionic acid, to afford 187 mg of the title compound as a white powder, melting at 155°-156° C. Starting materials: [Al+3], C1CCOC1, [H-], [H-], [H-], [H-], [K+], [Li+], [OH-], O, CCC(C(=O)O)c1ccccc1. Product: CCC(CO)c1ccccc1. As a reaction SMILES: [Al+3:2].[CH2:22]1[O:23][CH2:24][CH2:25][CH2:26]1.[H-:1].[H-:4].[H-:5].[H-:6].[K+:21].[Li+:3].[OH-:20].[OH2:19].[c:7]1([CH:13]([C:14](=[O:15])[OH:16])[CH2:17][CH3:18])[cH:8][cH:9][cH:10][cH:11][cH:12]1>>[c:7]1([CH:13]([CH2:14][OH:15])[CH2:17][CH3:18])[cH:8][cH:9][cH:10][cH:11][cH:12]1. Reactants: N12CC(C(CC1)CC2)NC(=N)NC(=O)C2=NC(=C(N=C2N)N)Cl (N-(1-Aza-bicyclo[2.2.2]oct-3-yl)-N′-(3,5-diamino-6-chloro-pyrazine-2-carbonyl)-guanidine), N12CC(C(CC1)CC2)NC(=N)NC(=O)C2=NC(=C(N=C2N)N)Cl (N-(1-Aza-bicyclo[2.2.2]oct-3-yl)-N′-(3,5-diamino-6-chloro-pyrazine-2-carbonyl)-guanidine), COC=1C=C(CCl)C=C(C1OC)OC (3,4,5-trimethoxybenzyl chloride). The solvent is CN(C)C=O (DMF). The product is [Cl-].NC=1C(=NC(=C(N1)N)Cl)C(=O)N=C(NC1C[N+]2(CCC1CC2)CC2=CC(=C(C(=C2)OC)OC)OC)N (3-[N′-(3,5-Diamino-6-chloro-pyrazine-2-carbonyl)-guanidino]-1-(3,4,5-trimethoxybenzyl)-1-azoniabicyclo[2.2.2]octane chloride). Yield: 42.0%. As a reaction SMILES: [N:1]12[CH2:8][CH2:7][CH:4]([CH2:5][CH2:6]1)[CH:3]([NH:9][C:10]([NH:12][C:13]([C:15]1[C:20]([NH2:21])=[N:19][C:18]([NH2:22])=[C:17]([Cl:23])[N:16]=1)=[O:14])=[NH:11])[CH2:2]2.[CH3:24][O:25][C:26]1[CH:27]=[C:28]([CH:31]=[C:32]([O:36][CH3:37])[C:33]=1[O:34][CH3:35])[CH2:29]Cl>CN(C=O)C>[Cl-:23].[NH2:21][C:20]1[C:15]([C:13]([N:12]=[C:10]([NH2:11])[NH:9][CH:3]2[CH:4]3[CH2:7][CH2:8][N+:1]([CH2:29][C:28]4[CH:31]=[C:32]([O:36][CH3:37])[C:33]([O:34][CH3:35])=[C:26]([O:25][CH3:24])[CH:27]=4)([CH2:6][CH2:5]3)[CH2:2]2)=[O:14])=[N:16][C:17]([Cl:23])=[C:18]([NH2:22])[N:19]=1 |f:3.4|. Reported procedure: N-(1-Aza-bicyclo[2.2.2]oct-3-yl)-N′-(3,5-diamino-6-chloro-pyrazine-2-carbonyl)-guanidine (Intermediate 4, 152 mg, content ca. 66%, 0.30 mmol) and 3,4,5-trimethoxybenzyl chloride (Aldrich, 77 mg, 0.36 mmol) is stirred in DMF (1 mL) at r.t. for ca. 18 h. The crude mixture is purified by preparative HPLC (5 mM ammonium formate in H2O: CH3CN gradient). The product thus obtained is triturated with a mixture of diethyl ether (4 mL) and methanol (1.5 mL), collected by filtration and dried under vacuum ...